Dataset: the Open Reaction Database (ORD), a public repository of structured organic reaction records. Task: describe an organic reaction: reactants, conditions, products, and yield Reactants: FC=1C=C(C=CC1OC1=C2C(=NC=C1)C=C(S2)C2=CN=CN2C)N (3-Fluoro-4-[2-(1-methyl-1H-imidazol-5-yl)-thieno[3,2-b]pyridin-7-yloxy]-phenylamine), C1(=CC=CC=C1)CC(=O)N=C=O (2-phenylacetyl isocyanate). Reaction conditions: time 1 hour. Product: FC=1C=C(C=CC1OC1=C2C(=NC=C1)C=C(S2)C2=CN=CN2C)NC(=O)NC(CC2=CC=CC=C2)=O (N-(3-Fluoro-4-(2-(1-methyl-1H-imidazol-5-yl)thieno[3,2-b]pyridin-7-yloxy)phenyl carbamoyl)-2-phenylacetamide). Isolated yield 42.0%. Reaction SMILES: [F:1][C:2]1[CH:3]=[C:4]([NH2:24])[CH:5]=[CH:6][C:7]=1[O:8][C:9]1[CH:14]=[CH:13][N:12]=[C:11]2[CH:15]=[C:16]([C:18]3[N:22]([CH3:23])[CH:21]=[N:20][CH:19]=3)[S:17][C:10]=12.[C:25]1([CH2:31][C:32]([N:34]=[C:35]=[O:36])=[O:33])[CH:30]=[CH:29][CH:28]=[CH:27][CH:26]=1>>[F:1][C:2]1[CH:3]=[C:4]([NH:24][C:35]([NH:34][C:32](=[O:33])[CH2:31][C:25]2[CH:26]=[CH:27][CH:28]=[CH:29][CH:30]=2)=[O:36])[CH:5]=[CH:6][C:7]=1[O:8][C:9]1[CH:14]=[CH:13][N:12]=[C:11]2[CH:15]=[C:16]([C:18]3[N:22]([CH3:23])[CH:21]=[N:20][CH:19]=3)[S:17][C:10]=12. Reported procedure: A mixture of 306 (99mg, 0.29 mmol) and 2-phenylacetyl isocyanate (97 mg, 0.60 mmoL) [A. J. Hill, et al. JACS, 62, 1940; 1595] was stirred for 1 h at room temperature, loaded directly onto a flash chromatography column and gradient eluted with EtOAc, to MeOH/EtOAc (10:90) to afford the title compound 307 (42% yield) as a white solid. 1H NMR (d-DMSO) δ (ppm): 11.11(s, 1H), 10.68(s, 1H, J=5.5 Hz), 8.49(d), 7.85(s, 1H), 7.82(dd, 1H, J1=12.9 Hz, J2=2.4Hz), 7.76(s, 1H), 7.43(m, 2H), 7.40(s, 1H), 7.32(... Reactants: ethyl-4 -N-tert-butoxycarbonyl-2-phenylselenyl-5,6-heptadienoate, NaIO4, C(C)(C)(C)OC(=O)N1C(C(CC1C=C=C)(C1=CC=CC=C1)[SeH])=O (N-tert-butoxycarbonyl-5-(1,2-propadien-1-yl)-3-phenylselenyl-2-pyrrolidone), C=C=C (allene), CO (methanol). Product: NC(/C=C/C(=O)O)C=C=C (trans-4-amino-2,5,6-heptatrienoic acid). RXN SMILES: C(OC([N:8]1[CH:12]([CH:13]=[C:14]=[CH2:15])[CH2:11][C:10]([SeH])(C2C=CC=CC=2)[C:9]1=[O:23])=O)(C)(C)C.C=C=C.C[OH:28]>>[NH2:8][CH:12]([CH:13]=[C:14]=[CH2:15])/[CH:11]=[CH:10]/[C:9]([OH:23])=[O:28]. Reported procedure: To ethyl 4-amino-5,6-heptadienoate hydrochloride in chloroform containing one equivalent of NEt3, was added 1.0 equivalent of di-tert-butyl-dicarbonate at 0° C. The reaction mixture was then warmed to room temperature and left overnight. Dilution with chloroform was followed by washing with water, brine, drying over anh. MgSO4, and concentration in vacuo to give ethyl-4-N-tert-butoxycarbonyl-5,6-heptadienoic as an oil. This was added in dry THF to an LDA solution (2.2 equivalents) at -70° C., dr...